This data is from the Open Reaction Database (ORD), a public repository of structured organic reaction records. The task is: describe an organic reaction: reactants, conditions, products, and yield Starting materials: O=C1C=C(O)CN1C(=O)OCc1ccccc1, CCO, CCOC(C)=O, Cl, NC1CCCCC1N. Yields the product Cl, NC1CCCCC1NC1=CC(=O)N(C(=O)OCc2ccccc2)C1. Reaction SMILES: [CH2:15]([c:16]1[cH:17][cH:18][cH:19][cH:20][cH:21]1)[O:22][C:23](=[O:24])[N:25]1[C:26](=[O:31])[CH:27]=[C:28]([OH:30])[CH2:29]1.[CH3:33][CH2:34][OH:35].[CH3:9][CH2:10][O:11][C:12](=[O:13])[CH3:14].[ClH:32].[NH2:1][CH:2]1[CH:3]([NH2:8])[CH2:4][CH2:5][CH2:6][CH2:7]1>>[ClH:32].[NH:1]([CH:2]1[CH:3]([NH2:8])[CH2:4][CH2:5][CH2:6][CH2:7]1)[C:28]1=[CH:27][C:26](=[O:31])[N:25]([C:23]([O:22][CH2:15][c:16]2[cH:17][cH:18][cH:19][cH:20][cH:21]2)=[O:24])[CH2:29]1.